This data is from the Open Reaction Database (ORD), a public repository of structured organic reaction records. The task is: describe an organic reaction: reactants, conditions, products, and yield Starting materials: CCOCC (ether), C1(=CC=CC=C1)C1=NNC2=C1C=NC=C2 (3-Phenyl-1H-pyrazolo[4,3-c]pyridine), CN(C)CCCCl (dimethylaminopropyl chloride), [H-].[Na+] (NaH), CN(C)CCCCl (dimethylaminopropyl chloride). Solvent: O (H2O), CN(C=O)C (dimethylformamide). Reaction conditions: time 90 minute. The product is Cl.Cl.CN(CCCN1N=C(C=2C=NC=CC21)C2=CC=CC=C2)C (1-[3-(Dimethylamino)propyl]-3-phenyl-1H-pyrazolo-[4,3-c]pyridine dihydrochloride). As a reaction SMILES: [C:1]1([C:7]2[C:11]3[CH:12]=[N:13][CH:14]=[CH:15][C:10]=3[NH:9][N:8]=2)[CH:6]=[CH:5][CH:4]=[CH:3][CH:2]=1.[H-].[Na+].[CH3:18][N:19]([CH2:21][CH2:22][CH2:23][Cl:24])[CH3:20].CCOCC>CN(C)C=O.O>[ClH:24].[ClH:24].[CH3:18][N:19]([CH3:20])[CH2:21][CH2:22][CH2:23][N:9]1[C:10]2[CH:15]=[CH:14][N:13]=[CH:12][C:11]=2[C:7]([C:1]2[CH:2]=[CH:3][CH:4]=[CH:5][CH:6]=2)=[N:8]1 |f:1.2,7.8.9|. Reported procedure: 3-Phenyl-1H-pyrazolo[4,3-c]pyridine (3.90 g) was suspended in 50 ml of dimethylformamide and 60% NaH (1.0 g) was added. After stirring for 90 minutes, dimethylaminopropyl chloride (3.0 g) was added, and stirring was continued for 1 hour. At the end of this time the reaction was warmed to 55° and, after an additional 2 hours, an additional 0.50 g of dimethylaminopropyl chloride was added. Warming and stirring was continued for 1 hour, after which time the reaction mixture was distributed between ... Reactants: [Al+3], COc1cc(C(=O)O)ccc1Br, [Cl-], [Cl-], [Cl-], Cl, CN(C)C=O, O=S(Cl)Cl, c1ccccc1. Product: COc1cc(C(=O)c2ccccc2)ccc1Br. Reaction SMILES: [Al+3:26].[Br:1][c:2]1[c:3]([O:11][CH3:12])[cH:4][c:5]([C:6](=[O:7])[OH:8])[cH:9][cH:10]1.[Cl-:23].[Cl-:24].[Cl-:25].[ClH:27].[O:28]=[CH:29][N:30]([CH3:31])[CH3:32].[S:13]([Cl:14])([Cl:15])=[O:16].[cH:17]1[cH:18][cH:19][cH:20][cH:21][cH:22]1>>[Br:1][c:2]1[c:3]([O:11][CH3:12])[cH:4][c:5]([C:6](=[O:8])[c:17]2[cH:18][cH:19][cH:20][cH:21][cH:22]2)[cH:9][cH:10]1. Reaction SMILES: [CH:32](=[O:33])[C:34]([CH3:35])([CH3:36])[CH3:37].[F:1][C:2]([c:3]1[cH:4][c:5]([S:9](=[O:10])(=[O:11])[N:12]2[CH2:13][CH:14]3[CH:15]([CH2:16]2)[CH:17]([NH2:20])[CH2:18][CH2:19]3)[cH:6][cH:7][cH:8]1)([F:21])[F:22].[F:23][c:24]1[cH:25][cH:26][c:27]([CH:28]=[O:29])[cH:30][cH:31]1>>[F:1][C:2]([c:3]1[cH:4][c:5]([S:9](=[O:10])(=[O:11])[N:12]2[CH2:13][CH:14]3[CH:15]([CH2:16]2)[CH:17]([NH:20][CH2:28][c:27]2[cH:26][cH:25][c:24]([F:23])[cH:31][cH:30]2)[CH2:18][CH2:19]3)[cH:6][cH:7][cH:8]1)([F:21])[F:22]. The reactants are CC(C)(C)C=O, NC1CCC2CN(S(=O)(=O)c3cccc(C(F)(F)F)c3)CC12, O=Cc1ccc(F)cc1. Yields the product O=S(=O)(c1cccc(C(F)(F)F)c1)N1CC2CCC(NCc3ccc(F)cc3)C2C1. The reactants are N[C@@H]1CC[C@H](CC1)NC1=NC=C(C(=C1)C1=NC(=C(C=C1)F)NCC1(CCOCC1)C)Cl (N2′-(trans-4-aminocyclohexyl)-5′-chloro-5-fluoro-N6-((4-methyltetrahydro-2H-pyran-4-yl)methyl)-2,4′-bipyridine-2′,6-diamine), CC1(OCCO1)C=O (2-methyl-1,3-dioxolane-2-carbaldehyde), C(C)(=O)O[BH-](OC(C)=O)OC(C)=O.[Na+] (sodium triacetoxyborohydride). Solvent: O (water), C(Cl)Cl (DCM). Reaction conditions: time 2 hour. Product: ClC=1C(=CC(=NC1)N[C@@H]1CC[C@H](CC1)NCC1(OCCO1)C)C1=NC(=C(C=C1)F)NCC1CCOCC1 (5′-chloro-5-fluoro-N2′-(trans-4-((2-methyl-1,3-dioxolan-2-yl)methyl)aminocyclohexyl)-N6-((tetrahydro-2H-pyran-4-yl)methyl)-2,4′-bipyridine-2′,6-diamine). As a reaction SMILES: [NH2:1][C@H:2]1[CH2:7][CH2:6][C@H:5]([NH:8][C:9]2[CH:14]=[C:13]([C:15]3[CH:20]=[CH:19][C:18]([F:21])=[C:17]([NH:22][CH2:23][C:24]4(C)[CH2:29][CH2:28][O:27][CH2:26][CH2:25]4)[N:16]=3)[C:12]([Cl:31])=[CH:11][N:10]=2)[CH2:4][CH2:3]1.[CH3:32][C:33]1([CH:38]=O)[O:37][CH2:36][CH2:35][O:34]1.C(O[BH-](OC(=O)C)OC(=O)C)(=O)C.[Na+]>C(Cl)Cl.O>[Cl:31][C:12]1[C:13]([C:15]2[CH:20]=[CH:19][C:18]([F:21])=[C:17]([NH:22][CH2:23][CH:24]3[CH2:25][CH2:26][O:27][CH2:28][CH2:29]3)[N:16]=2)=[CH:14][C:9]([NH:8][C@H:5]2[CH2:6][CH2:7][C@H:2]([NH:1][CH2:32][C:33]3([CH3:38])[O:37][CH2:36][CH2:35][O:34]3)[CH2:3][CH2:4]2)=[N:10][CH:11]=1 |f:2.3|. Procedure: To a solution of N2′-(trans-4-aminocyclohexyl)-5′-chloro-5-fluoro-N6-((4-methyltetrahydro-2H-pyran-4-yl)methyl)-2,4′-bipyridine-2′,6-diamine (21 mg, 0.048 mmol) in DCM (1.0 ml) was added 2-methyl-1,3-dioxolane-2-carbaldehyde (synthesized following the procedure reported in Org. Lett., 2009, 11, 3542-3545), sodium triacetoxyborohydride (20.51 mg, 0.097 mmol). The reaction mixture was stirred at ambient temperature for 2 hours. The reaction mixture was diluted with water and extracted with ethyl a... The reactants are C(#N)C1=C(C=CC=C1)C1=CC=C(S1)C(=O)OCC (ethyl 5-(2-cyanophenyl)thiophene-2-carboxylate), O(C(=O)OC(C)(C)C)C(=O)OC(C)(C)C ((BOC)2O). Reagents/catalysts: [Ni] (Raney Nickel). The solvent is CO (MeOH). Reaction conditions: time 8 hour. Yields the product C(C)(C)(C)OC(=O)NCC1=C(C=CC=C1)C1=CC=C(S1)C(=O)OCC (ethyl 5-(2-{[(tert-butoxycarbonyl)-amino]methyl}phenyl)thiophene-2-carboxylate). Isolated yield 86.1%. Reaction SMILES: [C:1]([C:3]1[CH:8]=[CH:7][CH:6]=[CH:5][C:4]=1[C:9]1[S:13][C:12]([C:14]([O:16][CH2:17][CH3:18])=[O:15])=[CH:11][CH:10]=1)#[N:2].[O:19](C(OC(C)(C)C)=O)[C:20]([O:22][C:23]([CH3:26])([CH3:25])[CH3:24])=O>CO.[Ni]>[C:23]([O:22][C:20]([NH:2][CH2:1][C:3]1[CH:8]=[CH:7][CH:6]=[CH:5][C:4]=1[C:9]1[S:13][C:12]([C:14]([O:16][CH2:17][CH3:18])=[O:15])=[CH:11][CH:10]=1)=[O:19])([CH3:26])([CH3:25])[CH3:24]. Procedure: To a slurry of ethyl 5-(2-cyanophenyl)thiophene-2-carboxylate (1.09 gm 4.24 mmol) in MeOH (8 mL) was added (BOC)2O (1.11 g, 5.08 mmol) and Raney Nickel (3.6 mL). The reaction mixture was allowed to stir at rt under an atmosphere of hydrogen overnight and then filtered through celite. The filtrate was concentrated and the residue was purified by column chromatography to give ethyl 5-(2-{[(tert-butoxycarbonyl)-amino]methyl}phenyl)thiophene-2-carboxylate (1.32 g, 86%). Reactants: C1CCOC1, CO, CN1CCN(Cc2c[nH]c([N+](=O)[O-])n2)CC1, CO, CO, ClCCl, O=C(O)c1ccc(-c2csc3ccccc23)c2nccnc12. Product: CN1CCN(Cc2c[nH]c(NC(=O)c3ccc(-c4csc5ccccc45)c4nccnc34)n2)CC1. RXN SMILES: [CH2:19]1[O:20][CH2:21][CH2:22][CH2:23]1.[CH3:17][OH:18].[CH3:1][N:2]1[CH2:3][CH2:4][N:5]([CH2:8][c:9]2[n:10][c:11]([N+:14]([O-:15])=[O:16])[nH:12][cH:13]2)[CH2:6][CH2:7]1.[CH3:24][OH:25].[CH3:51][OH:52].[Cl:48][CH2:49][Cl:50].[s:26]1[c:27]2[c:28]([c:29](-[c:31]3[cH:32][cH:33][c:34]([C:41](=[O:42])[OH:43])[c:35]4[n:36][cH:37][cH:38][n:39][c:40]34)[cH:30]1)[cH:44][cH:45][cH:46][cH:47]2>>[CH3:1][N:2]1[CH2:3][CH2:4][N:5]([CH2:8][c:9]2[n:10][c:11]([NH:14][C:41]([c:34]3[cH:33][cH:32][c:31](-[c:29]4[c:28]5[c:27]([s:26][cH:30]4)[cH:47][cH:46][cH:45][cH:44]5)[c:40]4[c:35]3[n:36][cH:37][cH:38][n:39]4)=[O:42])[nH:12][cH:13]2)[CH2:6][CH2:7]1.